Dataset: the Open Reaction Database (ORD), a public repository of structured organic reaction records. Task: describe an organic reaction: reactants, conditions, products, and yield Starting materials: C=12C3=C(C(=CC1)C2)C=CC=C3 (benzonorbornadiene). The reagents and catalysts are catalyst, [Pd] (palladium on charcoal). Conditions: time 3 hour. Yields the product C12C3=C(C(CC1)C2)C=CC=C3 (benzonorbornene). Yield: 80.2%. As a reaction SMILES: [C:1]12[CH2:7][C:4](=[CH:5][CH:6]=1)[C:3]1[CH:8]=[CH:9][CH:10]=[CH:11][C:2]2=1>[Pd]>[CH:4]12[CH2:7][CH:1]([CH2:6][CH2:5]1)[C:2]1[CH:11]=[CH:10][CH:9]=[CH:8][C:3]2=1. Reported procedure: 4 g of a catalyst containing 10% of palladium on charcoal are added to a solution of 40 g of benzonorbornadiene in 400 cm3 of nitrogen-degassed methanol. Nitrogen is again bubbled into this mixture and the heterogeneous solution is stirred for three hours at a gauge pressure of hydrogen of 2 bars. The mixture is then filtered, concentrated under reduced pressure and benzonorbornene is purified by distillation; its boiling point at 22.5 millibars is 86° C. 33 g of a product whose nuclear magnetic... Starting materials: ClC1=NC(=NC=C1)C1=CN(C2=CC=C(C=C12)C1=C(C=CC=C1F)F)S(=O)(=O)C1=CC=C(C)C=C1 (3-(4-chloropyrimidin-2-yl)-5-(2,6-difluorophenyl)-1-tosyl-1H-indole), N[C@H]1CN(CCC1)C(=O)OC(C)(C)C ((R)-tert-butyl 3-aminopiperidine-1-carboxylate). The solvent is CS(=O)C (DMSO). Run at temperature 110 celsius. Yields the product FC1=C(C(=CC=C1)F)C=1C=C2C(=CN(C2=CC1)S(=O)(=O)C1=CC=C(C)C=C1)C1=NC=CC(=N1)N[C@H]1CN(CCC1)C(=O)OC(C)(C)C ((R)-tert-butyl 3-(2-(5-(2,6-difluorophenyl)-1-tosyl-1H-indol-3-yl)pyrimidin-4-ylamino)piperidine-1-carboxylate). RXN SMILES: Cl[C:2]1[CH:7]=[CH:6][N:5]=[C:4]([C:8]2[C:16]3[C:11](=[CH:12][CH:13]=[C:14]([C:17]4[C:22]([F:23])=[CH:21][CH:20]=[CH:19][C:18]=4[F:24])[CH:15]=3)[N:10]([S:25]([C:28]3[CH:34]=[CH:33][C:31]([CH3:32])=[CH:30][CH:29]=3)(=[O:27])=[O:26])[CH:9]=2)[N:3]=1.[NH2:35][C@@H:36]1[CH2:41][CH2:40][CH2:39][N:38]([C:42]([O:44][C:45]([CH3:48])([CH3:47])[CH3:46])=[O:43])[CH2:37]1>CS(C)=O>[F:24][C:18]1[CH:19]=[CH:20][CH:21]=[C:22]([F:23])[C:17]=1[C:14]1[CH:15]=[C:16]2[C:11](=[CH:12][CH:13]=1)[N:10]([S:25]([C:28]1[CH:29]=[CH:30][C:31]([CH3:32])=[CH:33][CH:34]=1)(=[O:27])=[O:26])[CH:9]=[C:8]2[C:4]1[N:3]=[C:2]([NH:35][C@@H:36]2[CH2:41][CH2:40][CH2:39][N:38]([C:42]([O:44][C:45]([CH3:48])([CH3:47])[CH3:46])=[O:43])[CH2:37]2)[CH:7]=[CH:6][N:5]=1. Procedure details: A mixture of 3-(4-chloropyrimidin-2-yl)-5-(2,6-difluorophenyl)-1-tosyl-1H-indole (500 mg, 10 mmol) and (R)-tert-butyl 3-aminopiperidine-1-carboxylate (404 mg, 2.02 mmol) in DMSO (10 mL) was heated at 110° C. for 12 h. The resulting mixture was cooled to at RT for 2 h. The reaction mixture was quenched with ice cold water and extracted with EtOAc. The organic layer was dried over Na2SO4, filtered and concentrated to yield crude compound. Purification by silica gel column chromatography, eluting w... The reactants are COC(C1=CC(=C(C=C1)F)NC(=O)C1=CN=C2N1C=CC(=C2)Br)=O (3-[(7-Bromo-imidazo[1,2-a]pyridine-3-carbonyl)-amino]-4-fluoro-benzoic Acid Methyl Ester), CC(=O)O (AcOH), CN1N=C(C=C1)B1OC(C(O1)(C)C)(C)C (1-methyl-3-(4,4,5,5-tetramethyl-1,3,2-dioxaborolan-2-yl)-1H-pyrazole), C(Cl)Cl (CH2Cl2). Reagents/catalysts: C1=CC=C(C=C1)P([C-]2C=CC=C2)C3=CC=CC=C3.C1=CC=C(C=C1)P([C-]2C=CC=C2)C3=CC=CC=C3.Cl[Pd]Cl.[Fe+2] (PdCl2(dppf)). The solvent is O1CCOCC1 (dioxane), C(=O)([O-])[O-].[Na+].[Na+] (Na2CO3). Conditions: temperature 50 celsius. The product is FC1=C(C=C(C(=O)O)C=C1)NC(=O)C1=CN=C2N1C=CC(=C2)C=2N(N=CC2)C (4-Fluoro-3-{[7-(2-methyl-2H-pyrazol-3-yl)-imidazo[1,2-a]pyridine-3-carbonyl]-amino}-benzoic Acid). Reaction SMILES: C[O:2][C:3](=[O:24])[C:4]1[CH:9]=[CH:8][C:7]([F:10])=[C:6]([NH:11][C:12]([C:14]2[N:18]3[CH:19]=[CH:20][C:21](Br)=[CH:22][C:17]3=[N:16][CH:15]=2)=[O:13])[CH:5]=1.[CH3:25][N:26]1[CH:30]=[CH:29][C:28](B2OC(C)(C)C(C)(C)O2)=[N:27]1.C(Cl)Cl.CC(O)=O>O1CCOCC1.C([O-])([O-])=O.[Na+].[Na+].C1C=CC(P(C2C=CC=CC=2)[C-]2C=CC=C2)=CC=1.C1C=CC(P(C2C=CC=CC=2)[C-]2C=CC=C2)=CC=1.Cl[Pd]Cl.[Fe+2]>[F:10][C:7]1[CH:8]=[CH:9][C:4]([C:3]([OH:2])=[O:24])=[CH:5][C:6]=1[NH:11][C:12]([C:14]1[N:18]2[CH:19]=[CH:20][C:21]([C:30]3[N:26]([CH3:25])[N:27]=[CH:28][CH:29]=3)=[CH:22][C:17]2=[N:16][CH:15]=1)=[O:13] |f:5.6.7,8.9.10.11|. Procedure: 3-[(7-Bromo-imidazo[1,2-a]pyridine-3-carbonyl)-amino]-4-fluoro-benzoic acid methyl ester (step 1) (1200 g, 3.060 mol), 1-methyl-3-(4,4,5,5-tetramethyl-1,3,2-dioxaborolan-2-yl)-1H-pyrazole (commercially available) (764 g, 3.67 mol), PdCl2(dppf).CH2Cl2 (75.0 g, 91.8 mmol) in dioxane (10 L) and aqueous Na2CO3 (2 N, 4.6 L) were heated to reflux for 6 hr. The reaction mixture was cooled to 50° C. and filtered. The filtrate was heated to reflux, to which was added AcOH (600 g, 10.0 mol) was added drop... The reactants are CSc1sc(C(=N)NC(=O)OC(C)(C)C)cc1S(=O)(=O)c1cccc(-c2c(C)cccc2N)c1, CCN=C=NCCCN(C)C, CN(C)C=O, On1nnc2ccccc21, NS(=O)(=O)CCCC(=O)O. The product is CSc1sc(C(=N)NC(=O)OC(C)(C)C)cc1S(=O)(=O)c1cccc(-c2c(C)cccc2NC(=O)CCCS(N)(=O)=O)c1. Reaction SMILES: [C:1]([CH3:2])([CH3:3])([CH3:4])[O:5][C:6]([NH:7][C:8](=[NH:9])[c:10]1[s:11][c:12]([S:32][CH3:33])[c:13]([S:15](=[O:16])(=[O:17])[c:18]2[cH:19][c:20](-[c:24]3[c:25]([NH2:31])[cH:26][cH:27][cH:28][c:29]3[CH3:30])[cH:21][cH:22][cH:23]2)[cH:14]1)=[O:34].[CH3:45][CH2:46][N:47]=[C:48]=[N:49][CH2:50][CH2:51][CH2:52][N:53]([CH3:54])[CH3:55].[O:66]=[CH:67][N:68]([CH3:69])[CH3:70].[OH:56][n:57]1[c:58]2[c:59]([cH:60][cH:61][cH:62][cH:63]2)[n:64][n:65]1.[S:35]([NH2:36])(=[O:37])(=[O:38])[CH2:39][CH2:40][CH2:41][C:42](=[O:43])[OH:44]>>[C:1]([CH3:2])([CH3:3])([CH3:4])[O:5][C:6]([NH:7][C:8](=[NH:9])[c:10]1[s:11][c:12]([S:32][CH3:33])[c:13]([S:15](=[O:16])(=[O:17])[c:18]2[cH:19][c:20](-[c:24]3[c:25]([NH:31][C:42]([CH2:41][CH2:40][CH2:39][S:35]([NH2:36])(=[O:37])=[O:38])=[O:43])[cH:26][cH:27][cH:28][c:29]3[CH3:30])[cH:21][cH:22][cH:23]2)[cH:14]1)=[O:34]. The reactants are C[C@@H]1CN(CCN1)C(=O)OC(C)(C)C, C1=CC(=CN=C1)Br. The reagents and catalysts are C(=O)([O-])[O-].[Cs+].[Cs+], CC(C)OC1=C(C(=CC=C1)OC(C)C)C2=CC=CC=C2P(C3CCCCC3)C4CCCCC4, CC(=O)O.CC(=O)O.[Pd]. The solvent is C1COCCO1. Reaction conditions: temperature 100 celsius. The product is C[C@@H]1CN(CCN1C2=CN=CC=C2)C(=O)OC(C)(C)C. Isolated yield 0.0%. Procedure: diacetoxypalladium (9.34 mg, 0.04 mmol) and RuPhos (0.039 g, 0.08 mmol) were suspended in 1,4 dioxane (5 mL), degassed and stirred at 50 °C for 10 minutes. Then (R)-tert-butyl 3-methylpiperazine-1-carboxylate (0.100 g, 0.50 mmol), 3-bromopyridine (0.040 mL, 0.42 mmol) and cesium carbonate (0.203 g, 0.62 mmol) were added and the reaction mixture was stirred at 100 °C for 16 h. LCMS showed only 5% conversion to desired product.  This was part of a screen and Ruphos, sodium tert-butoxide in toluene... Starting materials: Cl (hydrochloric acid), FC1=CC=C(C=C1)N1C(=NN=C1)C=O (4-(4-fluorophenyl)-4H-1,2,4-triazole-3-carbaldehyde), C(C)OP(=O)(OCC)CC(=O)OCC (ethyl diethylphosphonoacetate), [H-].[Na+] (sodium hydride). The solvent is O1CCCC1 (tetrahydrofuran). Run at temperature 0 celsius, time 1 hour. The product is FC1=CC=C(C=C1)N1C(=NN=C1)/C=C/C(=O)O ((2E)-3-[4-(4-fluorophenyl)-4H-1,2,4-triazol-3-yl]acrylic acid). The yield is 77.1%. As a reaction SMILES: [F:1][C:2]1[CH:7]=[CH:6][C:5]([N:8]2[CH:12]=[N:11][N:10]=[C:9]2[CH:13]=O)=[CH:4][CH:3]=1.C(OP([CH2:23][C:24]([O:26]CC)=[O:25])(OCC)=O)C.[H-].[Na+].Cl>O1CCCC1>[F:1][C:2]1[CH:3]=[CH:4][C:5]([N:8]2[CH:12]=[N:11][N:10]=[C:9]2/[CH:13]=[CH:23]/[C:24]([OH:26])=[O:25])=[CH:6][CH:7]=1 |f:2.3|. Procedure details: A mixture of 4-(4-fluorophenyl)-4H-1,2,4-triazole-3-carbaldehyde (3.83 g), ethyl diethylphosphonoacetate (5.60 g), sodium hydride (60% in oil, 0.88 g) and tetrahydrofuran (130 ml) was stirred at 0° C. for 1 hr. The reaction mixture was poured into an aqueous dilute hydrochloric acid solution and the mixture was extracted with ethyl acetate. The ethyl acetate layer was washed with saturated brine, dried over anhydrous magnesium sulfate and concentrated. The residue was dissolved in a 6N aqueous h... Starting materials: C=C(C)c1cncc(N)c1, CCO. Product: CC(C)c1cncc(N)c1. RXN SMILES: [CH2:1]=[C:2]([CH3:3])[c:4]1[cH:5][c:6]([NH2:10])[cH:7][n:8][cH:9]1.[CH3:11][CH2:12][OH:13]>>[CH3:1][CH:2]([CH3:3])[c:4]1[cH:5][c:6]([NH2:10])[cH:7][n:8][cH:9]1.